Dataset: the Open Reaction Database (ORD), a public repository of structured organic reaction records. Task: describe an organic reaction: reactants, conditions, products, and yield Starting materials: ClC1=NC=NC(=C1)C1=CC=C(C=C1)C(F)(F)F (4-chloro-6-(4-trifluoromethyl-phenyl)-pyrimidine), OC1=CC=C2C=CC=NC2=C1 (7-hydroxyquinoline), [H-].[Na+] (NaH). Solvent: CN(C)C=O (DMF). Reaction conditions: time 4 hour. The product is FC(C1=CC=C(C=C1)C1=CC(=NC=N1)OC1=CC=C2C=CC=NC2=C1)(F)F (7-[6-(4-Trifluoromethyl-phenyl)-pyrimidin-4-yloxy]-quinoline). As a reaction SMILES: Cl[C:2]1[CH:7]=[C:6]([C:8]2[CH:13]=[CH:12][C:11]([C:14]([F:17])([F:16])[F:15])=[CH:10][CH:9]=2)[N:5]=[CH:4][N:3]=1.[OH:18][C:19]1[CH:28]=[C:27]2[C:22]([CH:23]=[CH:24][CH:25]=[N:26]2)=[CH:21][CH:20]=1.[H-].[Na+]>CN(C=O)C>[F:15][C:14]([F:17])([F:16])[C:11]1[CH:12]=[CH:13][C:8]([C:6]2[N:5]=[CH:4][N:3]=[C:2]([O:18][C:19]3[CH:28]=[C:27]4[C:22]([CH:23]=[CH:24][CH:25]=[N:26]4)=[CH:21][CH:20]=3)[CH:7]=2)=[CH:9][CH:10]=1 |f:2.3|. Procedure details: To a 250-mL, round-bottomed flask containing 4-chloro-6-(4-trifluoromethyl-phenyl)-pyrimidine, (Example 2(a), Method A), (2.5 g, 9.7 mmol) and 7-hydroxyquinoline (2.0 g, 14 mmol, Acros) in DMF (30 mL), was added NaH (5.4 g, 14 mmol, 60% in mineral oil, Aldrich) at room temperature The solution was then stirred at room temperature for 4 h. After the solvent was removed in vacuum, EtOAc (100 mL) and water (50 mL) were added to the residue. The solid precipitate was filtered and the filtrate was po... Reactants: CCOC(C)=O, CC(C)N1C(=O)C(Cl)=C(c2ccccc2)S1(=O)=O, NCCO, CN(C)C=O. Product: CC(C)N1C(=O)C(NCCO)=C(c2ccccc2)S1(=O)=O. Reaction SMILES: [CH3:28][CH2:29][O:30][C:31]([CH3:32])=[O:33].[Cl:1][C:2]1=[C:6]([c:7]2[cH:8][cH:9][cH:10][cH:11][cH:12]2)[S:5](=[O:13])(=[O:14])[N:4]([CH:15]([CH3:16])[CH3:17])[C:3]1=[O:18].[NH2:19][CH2:20][CH2:21][OH:22].[O:23]=[CH:24][N:25]([CH3:26])[CH3:27]>>[C:2]1([NH:19][CH2:20][CH2:21][OH:22])=[C:6]([c:7]2[cH:8][cH:9][cH:10][cH:11][cH:12]2)[S:5](=[O:13])(=[O:14])[N:4]([CH:15]([CH3:16])[CH3:17])[C:3]1=[O:18]. Reactants: C(\C=C\CCCCCCC)(=O)O (trans-2-decenoic acid), CN(CCCCO)C (4-dimethylamino-1-butanol). Yields the product C(\C=C\CCCCCCC)(=O)OCCCCN(C)C ((E)-4-(dimethylamino)butyl dec-2-enoate). Reaction SMILES: [C:1]([OH:12])(=[O:11])/[CH:2]=[CH:3]/[CH2:4][CH2:5][CH2:6][CH2:7][CH2:8][CH2:9][CH3:10].[CH3:13][N:14]([CH3:20])[CH2:15][CH2:16][CH2:17][CH2:18]O>>[C:1]([O:12][CH2:18][CH2:17][CH2:16][CH2:15][N:14]([CH3:20])[CH3:13])(=[O:11])/[CH:2]=[CH:3]/[CH2:4][CH2:5][CH2:6][CH2:7][CH2:8][CH2:9][CH3:10]. Reported procedure: The same operation as in Example 1-1 or 1-2 was carried out using trans-2-decenoic acid and 4-dimethylamino-1-butanol as starting materials to give the aimed compound. The reactants are FC1=C(C=CC=C1)C1=NSC(=N1)N1CCN(CC1)C(=O)OC(C)(C)C (tert-butyl 4-[3-(2-fluorophenyl)-1,2,4-thiadiazol-5-yl]piperazine-1-carboxylate), Cl.C(C)(=O)OCC (hydrogen chloride ethyl acetate). Solvent: CO (methanol). Reaction conditions: time 12 hour. Yields the product Cl.FC1=C(C=CC=C1)C1=NSC(=N1)N1CCNCC1 (1-[3-(2-Fluorophenyl)-1,2,4-thiadiazol-5-yl]piperazine hydrochloride). The yield is 86.5%. As a reaction SMILES: [F:1][C:2]1[CH:7]=[CH:6][CH:5]=[CH:4][C:3]=1[C:8]1[N:12]=[C:11]([N:13]2[CH2:18][CH2:17][N:16](C(OC(C)(C)C)=O)[CH2:15][CH2:14]2)[S:10][N:9]=1.[ClH:26].C(OCC)(=O)C>CO>[ClH:26].[F:1][C:2]1[CH:7]=[CH:6][CH:5]=[CH:4][C:3]=1[C:8]1[N:12]=[C:11]([N:13]2[CH2:14][CH2:15][NH:16][CH2:17][CH2:18]2)[S:10][N:9]=1 |f:1.2,4.5|. Procedure details: A mixture of tert-butyl 4-[3-(2-fluorophenyl)-1,2,4-thiadiazol-5-yl]piperazine-1-carboxylate (5.70 g, 15.6 mmol), 4 N hydrogen chloride/ethyl acetate (200 ml) and methanol (100 ml) was stirred at room temperature for 12 hours. The solvent was distilled off under reduced pressure, and the residue was recrystallized from a mixed solvent of methanol and ether to give 4.31 g (86.5%) of the desired product as a solid. The reactants are O (water), FC(S(=O)(=O)O[C@H](C(F)(F)F)C=1C=NC(=CC1)Cl)(F)F ((S)-1-(6-chloropyridin-3-yl)-2,2,2-trifluoroethyl trifluoromethanesulfonate), N1C[C@H](CC1)NC(OC(C)(C)C)=O ((S)-tert-butyl pyrrolidin-3-ylcarbamate), C(=O)([O-])[O-].[K+].[K+] (K2CO3). Solvent: C(C)(=O)OCC (ethyl acetate), C1CCOC1 (THF), CCCCCC (hexane), CCOCC (ether). Run at time 1 hour. The product is ClC1=CC=C(C=N1)[C@H](C(F)(F)F)N1C[C@H](CC1)NC(OC(C)(C)C)=O (tert-butyl (S)-1-((R)-1-(6-chloropyridin-3-yl)-2,2,2-trifluoroethyl)pyrrolidin-3-ylcarbamate). Isolated yield 77.4%. Reaction SMILES: FC(F)(F)S(O[C@@H:7]([C:12]1[CH:13]=[N:14][C:15]([Cl:18])=[CH:16][CH:17]=1)[C:8]([F:11])([F:10])[F:9])(=O)=O.[NH:21]1[CH2:25][CH2:24][C@H:23]([NH:26][C:27](=[O:33])[O:28][C:29]([CH3:32])([CH3:31])[CH3:30])[CH2:22]1.C([O-])([O-])=O.[K+].[K+].O>C1COCC1.CCOCC.CCCCCC.C(OCC)(=O)C>[Cl:18][C:15]1[N:14]=[CH:13][C:12]([C@@H:7]([N:21]2[CH2:25][CH2:24][C@H:23]([NH:26][C:27](=[O:33])[O:28][C:29]([CH3:31])([CH3:30])[CH3:32])[CH2:22]2)[C:8]([F:11])([F:10])[F:9])=[CH:17][CH:16]=1 |f:2.3.4|. Reported procedure: A solution of (S)-1-(6-chloropyridin-3-yl)-2,2,2-trifluoroethyl trifluoromethanesulfonate (79.8 g, 232 mmol), (S)-tert-butyl pyrrolidin-3-ylcarbamate (51.9 g, 279 mmol), and K2CO3 (44.9 g, 325 mmol) in THF (500 mL) was stirred at 56° C. for 18 hours. After cooling to ambient temperature, water (200 mL) and ethyl acetate (200 mL) were added. The organic layer was separated, washed with brine, dried (sodium sulfate), and concentrated under reduced pressure. The residue was purified by flash chroma... Reactants: COC=1C=C2C(=CC=NC2=CC1O)OC1=CC=C(C=C1)NC1=NN=C(C2=CC=CC=C12)C1=CC=CC=C1 (6-Methoxy-4-(4-(4-phenylphthalazin-1-ylamino)phenoxy)quinolin-7-ol), C([O-])([O-])=O.[Cs+].[Cs+] (cesium carbonate), BrCCOC (1-Bromo-2-methoxyethane). Solvent: CN(C)C=O (DMF). Reaction conditions: time 5 minute. The product is COC=1C=C2C(=CC=NC2=CC1OCCOC)OC1=CC=C(C=C1)NC1=NN=C(C2=CC=CC=C12)C1=CC=CC=C1 (N-(4-(6-Methoxy-7-(2-methoxyethoxy)quinolin-4-yloxy)phenyl)-4-phenylphthalazin-1-amine). As a reaction SMILES: [CH3:1][O:2][C:3]1[CH:4]=[C:5]2[C:10](=[CH:11][C:12]=1[OH:13])[N:9]=[CH:8][CH:7]=[C:6]2[O:14][C:15]1[CH:20]=[CH:19][C:18]([NH:21][C:22]2[C:31]3[C:26](=[CH:27][CH:28]=[CH:29][CH:30]=3)[C:25]([C:32]3[CH:37]=[CH:36][CH:35]=[CH:34][CH:33]=3)=[N:24][N:23]=2)=[CH:17][CH:16]=1.C(=O)([O-])[O-].[Cs+].[Cs+].Br[CH2:45][CH2:46][O:47][CH3:48]>CN(C=O)C>[CH3:1][O:2][C:3]1[CH:4]=[C:5]2[C:10](=[CH:11][C:12]=1[O:13][CH2:45][CH2:46][O:47][CH3:48])[N:9]=[CH:8][CH:7]=[C:6]2[O:14][C:15]1[CH:16]=[CH:17][C:18]([NH:21][C:22]2[C:31]3[C:26](=[CH:27][CH:28]=[CH:29][CH:30]=3)[C:25]([C:32]3[CH:37]=[CH:36][CH:35]=[CH:34][CH:33]=3)=[N:24][N:23]=2)=[CH:19][CH:20]=1 |f:1.2.3|. Procedure: 6-Methoxy-4-(4-(4-phenylphthalazin-1-ylamino)phenoxy)quinolin-7-ol (45 mg, 92 μmol) and cesium carbonate (33 mg, 102 μmol) were combined in DMF (2 Ml) and stirred for 5 min. 1-Bromo-2-methoxyethane (9.6 μl, 204 μmol) was added and the mixture was stirred at RT for 12 hours. DMF was then removed under vacuum overnight. The crude material was purified by silica gel chromatography using 0 to 100% ethyl acetate in hexane to afford the titled product. MS: M+H+=545.